This data is from the Open Reaction Database (ORD), a public repository of structured organic reaction records. The task is: describe an organic reaction: reactants, conditions, products, and yield The reactants are [OH-].[Na+] (sodium hydroxide), O (water), CN1C(C2=CC=CC=C2C(=C1C1=CC=CC=C1)CCC(=O)OC)=O (methyl 2-methyl-1-oxo-3-phenyl-1,2-dihydroisoquinoline-4-propanoate). The solvent is CO (methanol). Conditions: time 1 hour. Product: CN1C(C2=CC=CC=C2C(=C1C1=CC=CC=C1)CCC(=O)O)=O (2-Methyl-1-oxo-3-phenyl-1,2-dihydroisoquinoline-4-propanoic acid). The yield is 80.0%. RXN SMILES: [CH3:1][N:2]1[C:11]([C:12]2[CH:17]=[CH:16][CH:15]=[CH:14][CH:13]=2)=[C:10]([CH2:18][CH2:19][C:20]([O:22]C)=[O:21])[C:9]2[C:4](=[CH:5][CH:6]=[CH:7][CH:8]=2)[C:3]1=[O:24].[OH-].[Na+].O>CO>[CH3:1][N:2]1[C:11]([C:12]2[CH:13]=[CH:14][CH:15]=[CH:16][CH:17]=2)=[C:10]([CH2:18][CH2:19][C:20]([OH:22])=[O:21])[C:9]2[C:4](=[CH:5][CH:6]=[CH:7][CH:8]=2)[C:3]1=[O:24] |f:1.2|. Procedure: 1.2 g (3.7 mmol) of methyl 2-methyl-1-oxo-3-phenyl-1,2-dihydroisoquinoline-4-propanoate are dissolved in 80 ml of methanol in a 250 ml round-bottomed flask, 0.25 g (6.25 mmol) of sodium hydroxide pellets and 1 ml of water are added and then the mixture is stirred at room temperature for 1 h and at reflux for 2 h. The mixture is cooled, the solvent is evaporated under reduced pressure, the residue is taken up in 50 ml of water and 50 ml of diethyl ether, and 36% hydrochloric acid is added dropwis... Reactants: O([Si](C1=CC=CC=C1)(C1=CC=CC=C1)C(C)(C)C)C1=C2CC[C@@](CC2=CC=C1)(CO)O ((2R)-5-t-butyldiphenylsiloxy-2-hydroxy-2-(hydroxymethyl)-1,2,3,4-tetrahydronaphthalene), FC1=CC=C(C=C1)N(C(=O)Cl)C1=CC=C(C=C1)F (N,N-di(4-fluorophenyl)carbamoyl chloride). Run in N1=CC=CC=C1 (pyridine). Reaction conditions: temperature 100 celsius, time 1.5 hour. The product is O([Si](C1=CC=CC=C1)(C1=CC=CC=C1)C(C)(C)C)C1=C2CC[C@](CC2=CC=C1)(O)COC(N(C1=CC=C(C=C1)F)C1=CC=C(C=C1)F)=O ((2R)-5-t-butyldiphenylsiloxy-2-{[N,N-di(4-fluorophenyl)-carbamoyloxy]methyl}-2-hydroxy-1,2,3,4-tetrahydronaphthalene). The yield is 47.3%. Reaction SMILES: [O:1]([C:19]1[CH:28]=[CH:27][CH:26]=[C:25]2[C:20]=1[CH2:21][CH2:22][C@:23]([OH:31])([CH2:29][OH:30])[CH2:24]2)[Si:2]([C:15]([CH3:18])([CH3:17])[CH3:16])([C:9]1[CH:14]=[CH:13][CH:12]=[CH:11][CH:10]=1)[C:3]1[CH:8]=[CH:7][CH:6]=[CH:5][CH:4]=1.[F:32][C:33]1[CH:38]=[CH:37][C:36]([N:39]([C:43]2[CH:48]=[CH:47][C:46]([F:49])=[CH:45][CH:44]=2)[C:40](Cl)=[O:41])=[CH:35][CH:34]=1>N1C=CC=CC=1>[O:1]([C:19]1[CH:28]=[CH:27][CH:26]=[C:25]2[C:20]=1[CH2:21][CH2:22][C@@:23]([CH2:29][O:30][C:40](=[O:41])[N:39]([C:36]1[CH:37]=[CH:38][C:33]([F:32])=[CH:34][CH:35]=1)[C:43]1[CH:44]=[CH:45][C:46]([F:49])=[CH:47][CH:48]=1)([OH:31])[CH2:24]2)[Si:2]([C:15]([CH3:17])([CH3:18])[CH3:16])([C:9]1[CH:10]=[CH:11][CH:12]=[CH:13][CH:14]=1)[C:3]1[CH:8]=[CH:7][CH:6]=[CH:5][CH:4]=1. Procedure: A mixture of (2R)-5-t-butyldiphenylsiloxy-2-hydroxy-2-(hydroxymethyl)-1,2,3,4-tetrahydronaphthalene (0.49 g) and N,N-di(4-fluorophenyl)carbamoyl chloride (1.08 g) in pyridine (2.3 ml) was stirred at 100° C. for 1.5 hours. The reaction mixture was partitioned between ethyl acetate and water. The organic layer was washed with water, 1N-HCl, and evaporated in vacuo. The residue was purified by chromatography on silica gel (50 ml) using a mixture of AcOEt and n-hexane to give (2R)-5-t-butyldiphenyls... Starting materials: C(C)(=O)N1C(SC2=C1C=CC=C2Cl)=O (3-acetyl-7-chloro-2(3H)-benzothiazolone). Run in ClCCCl (1,2-dichloro-ethane). Product: ClC1=CC=CC=2NC(SC21)=O (7-Chloro-2(3H)-benzothiazolone). The yield is 90.0%. As a reaction SMILES: C([N:4]1[C:8]2[CH:9]=[CH:10][CH:11]=[C:12]([Cl:13])[C:7]=2[S:6][C:5]1=[O:14])(=O)C>ClCCCl>[Cl:13][C:12]1[C:7]2[S:6][C:5](=[O:14])[NH:4][C:8]=2[CH:9]=[CH:10][CH:11]=1. Procedure: Prepared analogous to Example 2(b) from 3-acetyl-7-chloro-2(3H)-benzothiazolone with a yield of 90% of theory. M.p. 202°-203° C. (1,2-dichloro-ethane). Conditions: time 5 hour. Yields the product BrCCCN1C(OC(=N1)C1=CC(=C(C(=C1)C(C)(C)C)O)C(C)(C)C)=O (3-(3-Bromopropyl)-5-(3,5-di-tert-butyl-4-hydroxyphenyl)-1,3,4-oxadiazol-2(3H)-one). RXN SMILES: [C:1]([C:5]1[CH:6]=[C:7]([C:16]2[O:20][C:19](=[O:21])[NH:18][N:17]=2)[CH:8]=[C:9]([C:12]([CH3:15])([CH3:14])[CH3:13])[C:10]=1[OH:11])([CH3:4])([CH3:3])[CH3:2].C(=O)([O-])[O-].[Na+].[Na+].[Br:28][CH2:29][CH2:30][CH2:31]Br>CN(C)C=O>[Br:28][CH2:29][CH2:30][CH2:31][N:18]1[N:17]=[C:16]([C:7]2[CH:8]=[C:9]([C:12]([CH3:14])([CH3:15])[CH3:13])[C:10]([OH:11])=[C:5]([C:1]([CH3:2])([CH3:3])[CH3:4])[CH:6]=2)[O:20][C:19]1=[O:21] |f:1.2.3|. Run in CN(C=O)C (dimethylformamide). Reactants: C(C)(C)(C)C=1C=C(C=C(C1O)C(C)(C)C)C1=NNC(O1)=O (5-(3,5-di-tert-butyl-4-hydroxyphenyl)-1,3,4-oxadiazol-2(3H)-one), C([O-])([O-])=O.[Na+].[Na+] (sodium carbonate), BrCCCBr (1,3-dibromo-propane), ice water. Procedure: To a solution of 5-(3,5-di-tert-butyl-4-hydroxyphenyl)-1,3,4-oxadiazol-2(3H)-one (0.50 g) in dimethylformamide (8 ml) were added sodium carbonate (0.36 g) and 1,3-dibromo-propane (1.74 g), followed by stirring at room temperature for 5 hours. After completion of the reaction, the reaction mixture was poured into ice-water, and the product was extracted with ethyl acetate. The organic layer was dried over anhydrous sodium sulfate, and the solvent was evaporated under reduced pressure. The residue... Yield: 63.5%. Starting materials: CC=1C=C(C(=O)OC)C=CC1S(=O)(=O)C (methyl 3-methyl-4-methylsulfonyl-benzoate), [OH-].[Na+] (NaOH). The solvent is O1CCOCC1 (dioxane). Conditions: temperature 75 celsius. Product: CC=1C=C(C(=O)O)C=CC1S(=O)(=O)C (3-methyl-4-methylsulfonyl-benzoic acid). The yield is 97.4%. RXN SMILES: [CH3:1][C:2]1[CH:3]=[C:4]([CH:9]=[CH:10][C:11]=1[S:12]([CH3:15])(=[O:14])=[O:13])[C:5]([O:7]C)=[O:6].[OH-].[Na+]>O1CCOCC1>[CH3:1][C:2]1[CH:3]=[C:4]([CH:9]=[CH:10][C:11]=1[S:12]([CH3:15])(=[O:14])=[O:13])[C:5]([OH:7])=[O:6] |f:1.2|. Procedure details: To a mixture of methyl 3-methyl-4-methylsulfonyl-benzoate (5.8 g, 25.4 mmol) in dioxane (25 mL) was added NaOH (20 g, 125.0 mmol) (aq. 25%) and the reaction mixture was heated at 75° C. for 1 hour. The reaction mixture was cooled and was concentrated in vacuo to half the volume and adjusted to pH 2 with 6N HCl solution. The aqueous layer was extracted with ethyl acetate (3×100 mL). The organics were washed with brine solution (50 mL), dried over MgSO4 and concentrated in vacuo to give 3-methyl-4... The reactants are CCOCCCOc1ccc(OB([O-])[O-])cc1, CN(Cc1ccc(NC(=O)C2=Cc3cc(Br)ccc3S(=O)(=O)CC2)cc1)C1CCOCC1, O=C([O-])[O-], CCO, [K+], [K+], O, O, Cc1ccccc1. Yields the product CCOCCCOc1ccc(-c2ccc3c(c2)C=C(C(=O)Nc2ccc(CN(C)C4CCOCC4)cc2)CCS3(=O)=O)cc1. Reaction SMILES: [B:44]([O-:45])([O-:59])[O:60][c:46]1[cH:47][cH:48][c:49]([O:52][CH2:53][CH2:54][CH2:55][O:56][CH2:57][CH3:58])[cH:50][cH:51]1.[Br:1][c:2]1[cH:3][cH:4][c:5]2[c:6]([cH:32]1)[CH:7]=[C:8]([C:14](=[O:15])[NH:16][c:17]1[cH:18][cH:19][c:20]([CH2:23][N:24]([CH:25]3[CH2:26][CH2:27][O:28][CH2:29][CH2:30]3)[CH3:31])[cH:21][cH:22]1)[CH2:9][CH2:10][S:11]2(=[O:12])=[O:13].[C:61](=[O:62])([O-:63])[O-:64].[CH2:34]([OH:35])[CH3:36].[K+:65].[K+:66].[OH2:33].[OH2:67].[c:37]1([CH3:38])[cH:39][cH:40][cH:41][cH:42][cH:43]1>>[c:2]1(-[c:46]2[cH:47][cH:48][c:49]([O:52][CH2:53][CH2:54][CH2:55][O:56][CH2:57][CH3:58])[cH:50][cH:51]2)[cH:3][cH:4][c:5]2[c:6]([cH:32]1)[CH:7]=[C:8]([C:14](=[O:15])[NH:16][c:17]1[cH:18][cH:19][c:20]([CH2:23][N:24]([CH:25]3[CH2:26][CH2:27][O:28][CH2:29][CH2:30]3)[CH3:31])[cH:21][cH:22]1)[CH2:9][CH2:10][S:11]2(=[O:12])=[O:13].